From a dataset of the Open Reaction Database (ORD), a public repository of structured organic reaction records. describe an organic reaction: reactants, conditions, products, and yield Reactants: C(C)(C)[Si](OCC=1C=CC=2N(C1)C(=CN2)C(=O)OCC)(C(C)C)C(C)C (ethyl 6-(((triisopropylsilyl)oxy)methyl)imidazo[1,2-a]pyridine-3-carboxylate), [Li+].[OH-] (LiOH). The solvent is C1CCOC1.CO.O (THF MeOH H2O). Conditions: time 2 hour. Yields the product C(C)(C)[Si](OCC=1C=CC=2N(C1)C(=CN2)C(=O)O)(C(C)C)C(C)C (6-(((triisopropylsilyl)oxy)methyl)imidazo[1,2-a]pyridine-3-carboxylic acid). As a reaction SMILES: [CH:1]([Si:4]([CH:24]([CH3:26])[CH3:25])([CH:21]([CH3:23])[CH3:22])[O:5][CH2:6][C:7]1[CH:8]=[CH:9][C:10]2[N:11]([C:13]([C:16]([O:18]CC)=[O:17])=[CH:14][N:15]=2)[CH:12]=1)([CH3:3])[CH3:2].[Li+].[OH-]>C1COCC1.CO.O>[CH:24]([Si:4]([CH:1]([CH3:3])[CH3:2])([CH:21]([CH3:23])[CH3:22])[O:5][CH2:6][C:7]1[CH:8]=[CH:9][C:10]2[N:11]([C:13]([C:16]([OH:18])=[O:17])=[CH:14][N:15]=2)[CH:12]=1)([CH3:26])[CH3:25] |f:1.2,3.4.5|. Procedure: The crude ethyl 6-(((triisopropylsilyl)oxy)methyl)imidazo[1,2-a]pyridine-3-carboxylate (60) obtained above was dissolved in THF/MeOH/H2O (3:2:1, 5 mL). 6N LiOH (2.27 mL, 13.6 mmol) was added and the reaction mixture was stirred at room temperature for 2 hours. All solvents were removed and 6N HCl was added until pH 5-6. EtOAc (5 mL) was added and the mixture was stirred for 1 hour. The precipitate was filtered and dried to give 6-(((triisopropylsilyl)oxy)methyl)imidazo[1,2-a]pyridine-3-carboxyli...